From a dataset of the Open Reaction Database (ORD), a public repository of structured organic reaction records. describe an organic reaction: reactants, conditions, products, and yield Reactants: [O-]C#N.[K+] (potassium cyanate), C(C)(=O)O (acetic acid), NC1=CC2=C(N=C(N2)C2=C(C=C(C=C2)OS(=O)(=O)C)OC)C=C1 (5-amino-2-(2'-methoxy-4'-methanesulfonyloxy-phenyl)-benzimidazole). The solvent is O1CCCC1 (tetrahydrofuran). The product is NC(=O)NC1=CC2=C(N=C(N2)C2=C(C=C(C=C2)OS(=O)(=O)C)OC)C=C1 (5-Aminocarbonylamino-2-(2'-methoxy-4'-methanesulfonyloxyphenyl)-benzimidazole). Reaction SMILES: [NH2:1][C:2]1[CH:23]=[CH:22][C:5]2[N:6]=[C:7]([C:9]3[CH:14]=[CH:13][C:12]([O:15][S:16]([CH3:19])(=[O:18])=[O:17])=[CH:11][C:10]=3[O:20][CH3:21])[NH:8][C:4]=2[CH:3]=1.[O-:24][C:25]#[N:26].[K+].C(O)(=O)C>O1CCCC1>[NH2:26][C:25]([NH:1][C:2]1[CH:23]=[CH:22][C:5]2[N:6]=[C:7]([C:9]3[CH:14]=[CH:13][C:12]([O:15][S:16]([CH3:19])(=[O:18])=[O:17])=[CH:11][C:10]=3[O:20][CH3:21])[NH:8][C:4]=2[CH:3]=1)=[O:24] |f:1.2|. Procedure details: One gram (3.0 mmol) of 5-amino-2-(2'-methoxy-4'-methanesulfonyloxy-phenyl)-benzimidazole were dissolved in 20 ml of pure tetrahydrofuran, and then 2.0 gm of potassium cyanate and 5 ml of 2M acetic acid were added successively. After the mixture refluxed for eight hours, the solvent was evaporated off in vacuo, and the residue was mixed with 10 ml of water and neutralized with 5% sodium bicarbonate solution. The crude product precipitated was subjected to suction filtration and chromatographed ov... The reactants are Cl.C(C)N=C=NCCCN(C)C (1-ethyl-3-(3-dimethylaminopropyl)carbodiimide hydrochloride), ON1N=NC2=C1N=CC=C2 (1-hydroxy-7-azabenzotriazole), C(C)(C)N(C(C)C)CC (N,N-diisopropylethylamine), N1[C@H](C(=O)OC(C)(C)C)CCC1 (tert-butyl L-prolinate), FC1=C(OC=2N=C(C3=C(N2)OC(=N3)C3=CC(=C(OCC(=O)O)C(=C3)C)C)OCCC)C=C(C=C1)F ({4-[5-(2,5-difluorophenoxy)-7-propoxyoxazolo[5,4-d]pyrimidin-2-yl]-2,6-dimethylphenoxy}acetic acid), Cl (hydrochloric acid). Solvent: O (water), CN(C=O)C (N,N-dimethylformamide). Run at time 16 hour. The product is FC1=C(OC=2N=C(C3=C(N2)OC(=N3)C3=CC(=C(OCC(=O)N2[C@@H](CCC2)C(=O)OC(C)(C)C)C(=C3)C)C)OCCC)C=C(C=C1)F (tert-Butyl(S)-1-(2-{4-[5-(2,5-difluorophenoxy)-7-propoxyoxazolo[5,4-d]pyrimidin-2-yl]-2,6-dimethylphenoxy}acetyl)pyrrolidine-2-carboxylate). As a reaction SMILES: [F:1][C:2]1[CH:34]=[CH:33][C:32]([F:35])=[CH:31][C:3]=1[O:4][C:5]1[N:6]=[C:7]([O:27][CH2:28][CH2:29][CH3:30])[C:8]2[N:13]=[C:12]([C:14]3[CH:24]=[C:23]([CH3:25])[C:17]([O:18][CH2:19][C:20](O)=[O:21])=[C:16]([CH3:26])[CH:15]=3)[O:11][C:9]=2[N:10]=1.Cl.C(N=C=NCCCN(C)C)C.ON1C2N=CC=CC=2N=N1.C(N(CC)C(C)C)(C)C.[NH:67]1[CH2:78][CH2:77][CH2:76][C@H:68]1[C:69]([O:71][C:72]([CH3:75])([CH3:74])[CH3:73])=[O:70].Cl>CN(C)C=O.O>[F:1][C:2]1[CH:34]=[CH:33][C:32]([F:35])=[CH:31][C:3]=1[O:4][C:5]1[N:6]=[C:7]([O:27][CH2:28][CH2:29][CH3:30])[C:8]2[N:13]=[C:12]([C:14]3[CH:15]=[C:16]([CH3:26])[C:17]([O:18][CH2:19][C:20]([N:67]4[CH2:78][CH2:77][CH2:76][C@H:68]4[C:69]([O:71][C:72]([CH3:74])([CH3:75])[CH3:73])=[O:70])=[O:21])=[C:23]([CH3:25])[CH:24]=3)[O:11][C:9]=2[N:10]=1 |f:1.2|. Reported procedure: 60 mg of {4-[5-(2,5-difluorophenoxy)-7-propoxyoxazolo[5,4-d]pyrimidin-2-yl]-2,6-dimethylphenoxy}acetic acid were dissolved in 1 ml of N,N-dimethylformamide, and 35 mg of 1-ethyl-3-(3-dimethylaminopropyl)carbodiimide hydrochloride, 7 mg of 1-hydroxy-7-azabenzotriazole and 139 μl of N,N-diisopropylethylamine were added, and 5 min later 17 mg of tert-butyl L-prolinate were added. After 16 h at room temperature, 10 ml of water were added, after which the mixture was adjusted to pH 3 by addition of 2... Reactants: FC(C(=O)O)(F)F (trifluoroacetic acid), C(C1=CC=CC=C1)N(C[Si](C)(C)C)COC (N-benzyl-N(methoxymethyl)-N-trimethylsilylmethylamine), FC1=C(C=CC(=C1)C=C)[N+](=O)[O-] (2-Fluoro-1-nitro-4-vinyl-benzene), C(C1=CC=CC=C1)N(C[Si](C)(C)C)COC (N-benzyl-N-(methoxymethyl)-N-trimethylsilylmethylamine). The solvent is ClCCl (dichloromethane), C(C)(=O)OCC (ethyl acetate). Reaction conditions: time 2 hour. Product: C(C1=CC=CC=C1)N1CC(CC1)C1=CC(=C(C=C1)[N+](=O)[O-])F (1-Benzyl-3-(3-fluoro-4-nitro-phenyl)-pyrrolidine). Yield: 139.4%. Reaction SMILES: [F:1][C:2]1[CH:7]=[C:6]([CH:8]=[CH2:9])[CH:5]=[CH:4][C:3]=1[N+:10]([O-:12])=[O:11].FC(F)(F)C(O)=O.[CH2:20]([N:27]([CH2:33]OC)[CH2:28][Si](C)(C)C)[C:21]1[CH:26]=[CH:25][CH:24]=[CH:23][CH:22]=1>ClCCl.C(OCC)(=O)C>[CH2:20]([N:27]1[CH2:33][CH2:9][CH:8]([C:6]2[CH:5]=[CH:4][C:3]([N+:10]([O-:12])=[O:11])=[C:2]([F:1])[CH:7]=2)[CH2:28]1)[C:21]1[CH:26]=[CH:25][CH:24]=[CH:23][CH:22]=1. Procedure details: 2-Fluoro-1-nitro-4-vinyl-benzene (360 mg, 2.15 mmol) was dissolved in dichloromethane (2 ml), trifluoroacetic acid (70 μl, 0.88 mmol) was added, followed by slow addition of N-benzyl-N-(methoxymethyl)-N-trimethylsilylmethylamine (633 mg, 2.67 mmol). Stirring was continued for 2 h at room temperature. Another portion of N-benzyl-N(methoxymethyl)-N-trimethylsilylmethylamine (300 mg, 1.26 mmol) was added and stirring continued for another 30 minutes. The reaction mixture was diluted with ethyl acet... Reactants: ClC=1N=C(C2=CC=CC=C2C1CO)C1=CC=CC=C1 (3-Chloro-4-hydroxymethyl-1-phenyl-isoquinoline), P(Br)(Br)Br (phosphorus tribromide), CNC (dimethylamine). The solvent is C1(=CC=CC=C1)C (toluene). Product: ClC=1N=C(C2=CC=CC=C2C1CN(C)C)C1=CC=CC=C1 (3-Chloro-4-dimethylaminomethyl-1-phenyl-isoquinoline). As a reaction SMILES: [Cl:1][C:2]1[N:3]=[C:4]([C:14]2[CH:19]=[CH:18][CH:17]=[CH:16][CH:15]=2)[C:5]2[C:10]([C:11]=1[CH2:12]O)=[CH:9][CH:8]=[CH:7][CH:6]=2.P(Br)(Br)Br.[CH3:24][NH:25][CH3:26]>C1(C)C=CC=CC=1>[Cl:1][C:2]1[N:3]=[C:4]([C:14]2[CH:19]=[CH:18][CH:17]=[CH:16][CH:15]=2)[C:5]2[C:10]([C:11]=1[CH2:12][N:25]([CH3:26])[CH3:24])=[CH:9][CH:8]=[CH:7][CH:6]=2. Procedure: 8.2 g 3-Chloro-4-hydroxymethyl-1-phenyl-isoquinoline are suspended in 300 ml toluene and 16.2 g phosphorus tribromide are added thereto while cooling with ice. After a 10 hours' stirring at room temperature dimethylamine is introduced until an alcaline reaction occurs. The reaction mixture is concentrated and water is added to the residue. Extraction with acetic acid ester gives a yellow oil, that crystallizes slowly. Melting point 75° to 77° C. Hydrochloride: 244° to 246° C. Yields the product C(C)(C)(C)OC(=O)N1CCN(CC1)C1=CC=C(C=C1)C1=CN=CC2=CC=C(C=C12)C(=O)OCC[Si](C)(C)C (2-(Trimethylsilyl)ethyl 4-{4-[4-(tert-butoxycarbonyl)piperazin-1-yl]phenyl}isoquinoline-6-carboxylate). Starting materials: FC(S(=O)(=O)OC1=CN=CC2=CC=C(C=C12)C(=O)OCC[Si](C)(C)C)(F)F (2-(trimethylsilyl)ethyl 4-{[(trifluoromethyl)sulfonyl]oxy}isoquinoline-6-carboxylate), C(C)(C)(C)OC(=O)N1CCN(CC1)C1=CC=C(C=C1)B1OC(C(O1)(C)C)(C)C (tert-butyl-4-[4-(4,4,5,5-tetramethyl-1,3,2-dioxaborolan-2-yl)phenyl]piperazine-1-carboxylate). Procedure details: Using 2-(trimethylsilyl)ethyl 4-{[(trifluoromethyl)sulfonyl]oxy}isoquinoline-6-carboxylate (1.00 g, 2.38 mmol) and tert-butyl-4-[4-(4,4,5,5-tetramethyl-1,3,2-dioxaborolan-2-yl)phenyl]piperazine-1-carboxylate (998 mg, 2.57 mmol), the desired title compound (1.01 g, yield 79%) was obtained by the same method as in Example 4 (4a). As a reaction SMILES: FC(F)(F)S(O[C:7]1[C:16]2[C:11](=[CH:12][CH:13]=[C:14]([C:17]([O:19][CH2:20][CH2:21][Si:22]([CH3:25])([CH3:24])[CH3:23])=[O:18])[CH:15]=2)[CH:10]=[N:9][CH:8]=1)(=O)=O.[C:28]([O:32][C:33]([N:35]1[CH2:40][CH2:39][N:38]([C:41]2[CH:46]=[CH:45][C:44](B3OC(C)(C)C(C)(C)O3)=[CH:43][CH:42]=2)[CH2:37][CH2:36]1)=[O:34])([CH3:31])([CH3:30])[CH3:29]>>[C:28]([O:32][C:33]([N:35]1[CH2:40][CH2:39][N:38]([C:41]2[CH:46]=[CH:45][C:44]([C:7]3[C:16]4[C:11](=[CH:12][CH:13]=[C:14]([C:17]([O:19][CH2:20][CH2:21][Si:22]([CH3:25])([CH3:24])[CH3:23])=[O:18])[CH:15]=4)[CH:10]=[N:9][CH:8]=3)=[CH:43][CH:42]=2)[CH2:37][CH2:36]1)=[O:34])([CH3:31])([CH3:29])[CH3:30]. Yield: 79.5%.